From a dataset of the Open Reaction Database (ORD), a public repository of structured organic reaction records. describe an organic reaction: reactants, conditions, products, and yield Reactants: BrC1=C(C(=CC(=C1)C)I)O (2-Bromo-4-methyl-6-iodophenol), C(C=CC1=CC=CC=C1)Br (cinnamyl bromide), C(C)(C)N(CC)C(C)C (Diisopropylethylamine). Run in CN(C)C=O (DMF). Reaction conditions: temperature 60 celsius, time 16 hour. The product is BrC1=C(C(=CC(=C1)C)I)OCC=CC1=CC=CC=C1 (1-bromo-3-iodo-5-methyl-2-(3-phenylallyloxy)-benzene). The yield is 101.2%. As a reaction SMILES: [Br:1][C:2]1[CH:7]=[C:6]([CH3:8])[CH:5]=[C:4]([I:9])[C:3]=1[OH:10].[CH2:11](Br)[CH:12]=[CH:13][C:14]1[CH:19]=[CH:18][CH:17]=[CH:16][CH:15]=1.C(N(C(C)C)CC)(C)C>CN(C=O)C>[Br:1][C:2]1[CH:7]=[C:6]([CH3:8])[CH:5]=[C:4]([I:9])[C:3]=1[O:10][CH2:11][CH:12]=[CH:13][C:14]1[CH:19]=[CH:18][CH:17]=[CH:16][CH:15]=1. Reported procedure: 2-Bromo-4-methyl-6-iodophenol (7.82 gm, 25 mmol) and cinnamyl bromide (4.93 g, 25 mmol) were added to DMF (20 ml). Diisopropylethylamine (5.3 ml, 30.4 mmol) was added and the mixture heated to 60° C. for 15 minutes and then allowed stir for 16 hours at room temperature. The DMF was removed under vacuum, and 1M HCl was added until the residue was acidic. The mixture was extracted with ethyl acetate, and the combined organic phase was dried over magnesium sulfate, filtered, and concentrated under ... Starting materials: O.ON1N=NC2=C1C=CC=C2 (1-hydroxybenzotriazole hydrate), NC1CCC2=CC=CC=C12 (1-aminoindan), 1-(3-dimethylaminopropyl)-3-ethylcarboiimide hydrochloride, CCCCCC.C(C)(=O)OCC (hexane ethyl acetate), N1=C(C=CC2=CN=CC=C12)C(=O)O (2-[1,6]naphthyridinecarboxylic acid). Run in C(C)(=O)OCC (ethyl acetate), CN(C)C=O (DMF). Conditions: time 8 hour. Yields the product C1(CCC2=CC=CC=C12)NC(=O)C1=NC2=CC=NC=C2C=C1 ([1,6]naphthyridine-2-carboxylic acid indan-1-ylamide). Yield: 96.5%. As a reaction SMILES: [N:1]1[C:10]2[C:5](=[CH:6][N:7]=[CH:8][CH:9]=2)[CH:4]=[CH:3][C:2]=1[C:11]([OH:13])=O.O.ON1C2C=CC=CC=2N=N1.[NH2:25][CH:26]1[C:34]2[C:29](=[CH:30][CH:31]=[CH:32][CH:33]=2)[CH2:28][CH2:27]1.CCCCCC.C(OCC)(=O)C>CN(C=O)C.C(OCC)(=O)C>[CH:26]1([NH:25][C:11]([C:2]2[CH:3]=[CH:4][C:5]3[C:10](=[CH:9][CH:8]=[N:7][CH:6]=3)[N:1]=2)=[O:13])[C:34]2[C:29](=[CH:30][CH:31]=[CH:32][CH:33]=2)[CH2:28][CH2:27]1 |f:1.2,4.5|. Procedure: To a stirring mixture of 2-[1,6]naphthyridinecarboxylic acid (50 mg, 0.287 mmol) in anhydrous DMF (6.3 mL) at room temperature was added sequentially 1-hydroxybenzotriazole hydrate (42.7 mg, 0.316 mmol), 1-aminoindan (56.0 μL, 0.431 mmol) and 1-(3-dimethylaminopropyl)-3-ethylcarboiimide hydrochloride (61.8 mg, 0.316 mmol). The resulting mixture was allowed to stir at room temperature overnight and it was found to be clear. The solvent was removed under vacuum and the resulting residue was re-dis... The solvent is C(Cl)Cl (methylene chloride). Product: C(CCC)OCCOC1=CC=C(C=C1)C=1C=CC2=C(C=C(CCN2CCC)C(=O)NC2=CC=C(C=C2)CS(=O)C2=NC=CC=C2)C1 (7-[4-(2-butoxyethoxy)phenyl]-1-propyl-N-[4-[(2-pyridinylsulfinyl)methyl]phenyl]-2,3-dihydro-1-benzazepine-4-carboxamide). Reactants: ClC1=CC(=CC=C1)C(=O)OO (m-chloroperbenzoic acid), C(CCC)OCCOC1=CC=C(C=C1)C=1C=CC2=C(C=C(CCN2CC(C)C)C(=O)NC2=CC=C(C=C2)CSC2=NC=CC=C2)C1 (7-[4-(2-butoxyethoxy)phenyl]-1-isobutyl-N-[4-[(2-pyridinylsulfanyl)methyl]phenyl]-2,3-dihydro-1-benzazepine-4-carboxamide), S(=S)(=O)([O-])[O-].[Na+].[Na+] (sodium thiosulfate). Procedure details: 7-[4-(2-butoxyethoxy)phenyl]-1-isobutyl-N-[4-[(2-pyridinylsulfanyl)methyl]phenyl]-2,3-dihydro-1-benzazepine-4-carboxamide (0.40 g) was dissolved in methylene chloride (12 ml), and m-chloroperbenzoic acid (217 mg) was added to the solution at 0° C., and the mixture was stirred at 0° C. for 20 minutes. The reaction mixture was added to an aqueous solution of saturated sodium thiosulfate, and extracted with ethyl acetate. The organic layer washed with saturated brine, and dried over magnesium sulfa... The yield is 17.4%. As a reaction SMILES: [CH2:1]([O:5][CH2:6][CH2:7][O:8][C:9]1[CH:14]=[CH:13][C:12]([C:15]2[CH:16]=[CH:17][C:18]3[N:24]([CH2:25][CH:26](C)[CH3:27])[CH2:23][CH2:22][C:21]([C:29]([NH:31][C:32]4[CH:37]=[CH:36][C:35]([CH2:38][S:39][C:40]5[CH:45]=[CH:44][CH:43]=[CH:42][N:41]=5)=[CH:34][CH:33]=4)=[O:30])=[CH:20][C:19]=3[CH:46]=2)=[CH:11][CH:10]=1)[CH2:2][CH2:3][CH3:4].ClC1C=CC=C(C(OO)=[O:55])C=1.S([O-])([O-])(=O)=S.[Na+].[Na+]>C(Cl)Cl>[CH2:1]([O:5][CH2:6][CH2:7][O:8][C:9]1[CH:14]=[CH:13][C:12]([C:15]2[CH:16]=[CH:17][C:18]3[N:24]([CH2:25][CH2:26][CH3:27])[CH2:23][CH2:22][C:21]([C:29]([NH:31][C:32]4[CH:37]=[CH:36][C:35]([CH2:38][S:39]([C:40]5[CH:45]=[CH:44][CH:43]=[CH:42][N:41]=5)=[O:55])=[CH:34][CH:33]=4)=[O:30])=[CH:20][C:19]=3[CH:46]=2)=[CH:11][CH:10]=1)[CH2:2][CH2:3][CH3:4] |f:2.3.4|. Run at temperature 0 celsius, time 20 minute.